From a dataset of the Open Reaction Database (ORD), a public repository of structured organic reaction records. describe an organic reaction: reactants, conditions, products, and yield The reactants are [Cr](=O)(=O)([O-])O[Cr](=O)(=O)[O-].[NH+]1=CC=CC=C1.[NH+]1=CC=CC=C1 (pyridinium dichromate), C(C1=CC=CC=C1)OC=1C=C(OC2=CC(=C(C=C2)CCCC(CO)(CO[Si](C2=CC=CC=C2)(C2=CC=CC=C2)C(C)(C)C)NC(=O)OC(C)(C)C)Cl)C=CC1 (5-[4-(3-benzyloxyphenoxy)-2-chlorophenyl]-2-t-butoxycarbonylamino-2-t-butyldiphenylsiloxymethylpentane-1-ol), O (water). Run in CN(C)C=O (DMF). Reaction conditions: time 48 hour. The product is C(C1=CC=CC=C1)OC=1C=C(OC2=CC(=C(C=C2)CCCC(C=O)(CO[Si](C2=CC=CC=C2)(C2=CC=CC=C2)C(C)(C)C)NC(=O)OC(C)(C)C)Cl)C=CC1 (5-[4-(3-benzyloxyphenoxy)-2-chlorophenyl]-2-t-butoxycarbonylamino-2-t-butyldiphenylsiloxymethylpentanal). Yield: 75.7%. RXN SMILES: [CH2:1]([O:8][C:9]1[CH:10]=[C:11]([CH:53]=[CH:54][CH:55]=1)[O:12][C:13]1[CH:18]=[CH:17][C:16]([CH2:19][CH2:20][CH2:21][C:22]([NH:44][C:45]([O:47][C:48]([CH3:51])([CH3:50])[CH3:49])=[O:46])([CH2:25][O:26][Si:27]([C:40]([CH3:43])([CH3:42])[CH3:41])([C:34]2[CH:39]=[CH:38][CH:37]=[CH:36][CH:35]=2)[C:28]2[CH:33]=[CH:32][CH:31]=[CH:30][CH:29]=2)[CH2:23][OH:24])=[C:15]([Cl:52])[CH:14]=1)[C:2]1[CH:7]=[CH:6][CH:5]=[CH:4][CH:3]=1.[Cr](O[Cr]([O-])(=O)=O)([O-])(=O)=O.[NH+]1C=CC=CC=1.[NH+]1C=CC=CC=1.O>CN(C=O)C>[CH2:1]([O:8][C:9]1[CH:10]=[C:11]([CH:53]=[CH:54][CH:55]=1)[O:12][C:13]1[CH:18]=[CH:17][C:16]([CH2:19][CH2:20][CH2:21][C:22]([NH:44][C:45]([O:47][C:48]([CH3:50])([CH3:49])[CH3:51])=[O:46])([CH2:25][O:26][Si:27]([C:40]([CH3:42])([CH3:43])[CH3:41])([C:34]2[CH:35]=[CH:36][CH:37]=[CH:38][CH:39]=2)[C:28]2[CH:29]=[CH:30][CH:31]=[CH:32][CH:33]=2)[CH:23]=[O:24])=[C:15]([Cl:52])[CH:14]=1)[C:2]1[CH:3]=[CH:4][CH:5]=[CH:6][CH:7]=1 |f:1.2.3|. Procedure: The compound of Example 191 (940 mg) was dissolved in DMF (10 mL). To this solution, pyridinium dichromate (800 mg) was added and the mixture was stirred for 48 hours at room temperature. Following addition of water, the mixture was extracted with ethyl acetate. The extract was then washed sequentially with water and a saturated aqueous solution of sodium chloride. The organic phase was dried over anhydrous sodium sulfate. The solvent was concentrated and the residue was purified on a silica gel... Starting materials: ClC1=CC=C(C=N1)CC=1C=C2C(N(C=NC2=C2C1N=CC=C2)[C@@H]2[C@H](CCCC2)O)=O (6-[(6-chloropyridin-3-yl)methyl]-3-[(1S,2S)-2-hydroxycyclohexyl]pyrido[2,3-h]quinazolin-4(3H)-one), N1N=CC=C1 (pyrazole), P(=O)([O-])([O-])[O-].[K+].[K+].[K+] (potassium phosphate), CN[C@H]1[C@@H](CCCC1)NC (trans-N,N′-dimethylcyclohexane-1,2-diamine). The reagents and catalysts are [Cu]I (copper(I) iodide). Solvent: CS(=O)C (DMSO), O (water), ClCCl (dichloromethane). Reaction conditions: temperature 120 celsius. Yields the product O[C@@H]1[C@H](CCCC1)N1C=NC2=C3C(=C(C=C2C1=O)CC=1C=NC(=CC1)N1N=CC=C1)N=CC=C3 (3-[(1S,2S)-2-Hydroxycyclohexyl]-6-{[6-(1H-pyrazol-1-yl)pyridine-3-yl]methyl}pyrido[2,3-h]quinazolin-4(3H)-one). Reaction SMILES: Cl[C:2]1[N:7]=[CH:6][C:5]([CH2:8][C:9]2[CH:10]=[C:11]3[C:16](=[C:17]4[CH:22]=[CH:21][CH:20]=[N:19][C:18]=24)[N:15]=[CH:14][N:13]([C@H:23]2[CH2:28][CH2:27][CH2:26][CH2:25][C@@H:24]2[OH:29])[C:12]3=[O:30])=[CH:4][CH:3]=1.[NH:31]1[CH:35]=[CH:34][CH:33]=[N:32]1.P([O-])([O-])([O-])=O.[K+].[K+].[K+].CN[C@@H]1CCCC[C@H]1NC>CS(C)=O.O.ClCCl.[Cu]I>[OH:29][C@H:24]1[CH2:25][CH2:26][CH2:27][CH2:28][C@@H:23]1[N:13]1[C:12](=[O:30])[C:11]2[C:16](=[C:17]3[CH:22]=[CH:21][CH:20]=[N:19][C:18]3=[C:9]([CH2:8][C:5]3[CH:6]=[N:7][C:2]([N:31]4[CH:35]=[CH:34][CH:33]=[N:32]4)=[CH:3][CH:4]=3)[CH:10]=2)[N:15]=[CH:14]1 |f:2.3.4.5|. Procedure details: To a solution of 6-[(6-chloropyridin-3-yl)methyl]-3-[(1S,2S)-2-hydroxycyclohexyl]pyrido[2,3-h]quinazolin-4(3H)-one (0.063 g, 0.15 mmol) and pyrazole (0.015 g, 0.22 mmol) in 1 mL of DMSO and 0.2 mL of water under an atmosphere of nitrogen was added potassium phosphate (0.095 g, 0.45 mmol), trans-N,N′-dimethylcyclohexane-1,2-diamine (21.3 mg, 0.150 mmol), and copper(I) iodide (8.6 mg, 0.045 mmol). The mixture was heated at 120° C. for 30 h, cooled to rt, and diluted with dichloromethane. The organ... Starting materials: C(C1=CC=CC=C1)OC1=C(C(=O)OC)C=C(C=C1OCC1=CC=CC=C1)C(F)(F)F (methyl 2,3-bis-benzyloxy-5-trifluoromethyl-benzoate). The reagents and catalysts are [Pd] (Pd/C). Solvent: CO (MeOH). Conditions: time 16 hour. Yields the product OC1=C(C(=O)OC)C=C(C=C1O)C(F)(F)F (Methyl 2,3-dihydroxy-5-trifluoromethyl-benzoate). Reaction SMILES: C([O:8][C:9]1[C:18]([O:19]CC2C=CC=CC=2)=[CH:17][C:16]([C:27]([F:30])([F:29])[F:28])=[CH:15][C:10]=1[C:11]([O:13][CH3:14])=[O:12])C1C=CC=CC=1>CO.[Pd]>[OH:8][C:9]1[C:18]([OH:19])=[CH:17][C:16]([C:27]([F:28])([F:29])[F:30])=[CH:15][C:10]=1[C:11]([O:13][CH3:14])=[O:12]. Procedure: To a solution of methyl 2,3-bis-benzyloxy-5-trifluoromethyl-benzoate (280 mg, 0.67 mmol) in 10 mL MeOH, Pd/C (10%, 30 mg) was added and the mixture was stirred 16 h under a H2 atmosphere. The reaction mixture was then filtered through Celite and evaporated in vacuo to yield the title compound as a greyish solid.